Dataset: the Open Reaction Database (ORD), a public repository of structured organic reaction records. Task: describe an organic reaction: reactants, conditions, products, and yield Starting materials: C(C)(C)(C)[Si](OCCN1N=CC2=CC(=C(C=C12)NC(=O)C1=CNC(C[C@H]1C1=CC=C(C=C1)F)=O)C)(C)C ((S)-4-(4-Fluoro-phenyl)-6-oxo-1,4,5,6-tetrahydro-pyridine-3-carboxylic acid {1-[2-(tert-butyl-dimethyl-silanyloxy)-ethyl]-5-methyl-1H-indazol-6-yl}-amide). Run in C(C)(=O)O (acetic acid), O (water), C1CCOC1 (THF). Run at time 8 hour. Product: OCCN1N=CC2=CC(=C(C=C12)NC(=O)C1=CNC(C[C@H]1C1=CC=C(C=C1)F)=O)C ((S)-4-(4-Fluoro-phenyl)-6-oxo-1,4,5,6-tetrahydro-pyridine-3-carboxylic acid [1-(2-hydroxy-ethyl)-5-methyl-1H-indazol-6-yl]-amide). Isolated yield 65.3%. Reaction SMILES: C([Si](C)(C)[O:6][CH2:7][CH2:8][N:9]1[C:17]2[C:12](=[CH:13][C:14]([CH3:35])=[C:15]([NH:18][C:19]([C:21]3[C@H:26]([C:27]4[CH:32]=[CH:31][C:30]([F:33])=[CH:29][CH:28]=4)[CH2:25][C:24](=[O:34])[NH:23][CH:22]=3)=[O:20])[CH:16]=2)[CH:11]=[N:10]1)(C)(C)C>C(O)(=O)C.O.C1COCC1>[OH:6][CH2:7][CH2:8][N:9]1[C:17]2[C:12](=[CH:13][C:14]([CH3:35])=[C:15]([NH:18][C:19]([C:21]3[C@H:26]([C:27]4[CH:28]=[CH:29][C:30]([F:33])=[CH:31][CH:32]=4)[CH2:25][C:24](=[O:34])[NH:23][CH:22]=3)=[O:20])[CH:16]=2)[CH:11]=[N:10]1. Procedure: (S)-4-(4-Fluoro-phenyl)-6-oxo-1,4,5,6-tetrahydro-pyridine-3-carboxylic acid {1-[2-(tert-butyl-dimethyl-silanyloxy)-ethyl]-5-methyl-1H-indazol-6-yl}-amide (46 mg, 0.09 mmol) was dissolved in 3 ml of a 3:1:1 mixture of acetic acid, water and THF. The mixture was allowed to stir overnight at room temperature. The solution was concentrated in vacuo, and the residue was purified by flash chromatography (95:5 dichloromethane/methanol) to give 24 mg (70.6%) of (S)-4-(4-Fluoro-phenyl)-6-oxo-1,4,5,6-tetr... Isolated yield 78.5%. Procedure: Beginning with 13.0 mg (0.056 mMol) 5-amino-3-(1-methyl-piperidin-4-yl)-1H-indole and 6.4 mg (0.059 mMol) dimethyl carbamoyl chloride, 13.2 mg (79%) of the title compound were recovered. Starting materials: NC=1C=C2C(=CNC2=CC1)C1CCN(CC1)C (5-amino-3-(1-methyl-piperidin-4-yl)-1H-indole), CN(C(=O)Cl)C (dimethyl carbamoyl chloride). As a reaction SMILES: [NH2:1][C:2]1[CH:3]=[C:4]2[C:8](=[CH:9][CH:10]=1)[NH:7][CH:6]=[C:5]2[CH:11]1[CH2:16][CH2:15][N:14]([CH3:17])[CH2:13][CH2:12]1.[CH3:18][N:19]([CH3:23])[C:20](Cl)=[O:21]>>[CH3:18][N:19]([CH3:23])[C:20]([NH:1][C:2]1[CH:3]=[C:4]2[C:8](=[CH:9][CH:10]=1)[NH:7][CH:6]=[C:5]2[CH:11]1[CH2:16][CH2:15][N:14]([CH3:17])[CH2:13][CH2:12]1)=[O:21]. The product is CN(C(=O)NC=1C=C2C(=CNC2=CC1)C1CCN(CC1)C)C (N,N-dimethyl-N'-(3-(1-methylpiperidin-4-yl)-1H-indol-5-yl)urea). Starting materials: C(CCC)NC([C@@H](C[C@@H]([C@H](CC1CCCCC1)N=[N+]=[N-])O)C(C)C)=O (5(S)-azido-6-cyclohexyl-4(S)-hydroxy-2(S)-isopropylhexanoic acid n-butylamide). The reagents and catalysts are [Pd] (palladium-on-carbon). Solvent: CO (methanol). The product is C(CCC)NC([C@@H](C[C@@H]([C@H](CC1CCCCC1)N)O)C(C)C)=O (5(S)-amino-6-cyclohexyl-4(S)-hydroxy-2(S)-isopropylhexanoic acid n-butylamide). As a reaction SMILES: [CH2:1]([NH:5][C:6](=[O:25])[C@H:7]([CH:22]([CH3:24])[CH3:23])[CH2:8][C@H:9]([OH:21])[C@@H:10]([N:18]=[N+]=[N-])[CH2:11][CH:12]1[CH2:17][CH2:16][CH2:15][CH2:14][CH2:13]1)[CH2:2][CH2:3][CH3:4]>CO.[Pd]>[CH2:1]([NH:5][C:6](=[O:25])[C@H:7]([CH:22]([CH3:24])[CH3:23])[CH2:8][C@H:9]([OH:21])[C@@H:10]([NH2:18])[CH2:11][CH:12]1[CH2:17][CH2:16][CH2:15][CH2:14][CH2:13]1)[CH2:2][CH2:3][CH3:4]. Procedure: 21.3 g (0.06 mol) of 5(S)-azido-6-cyclohexyl-4(S)-hydroxy-2(S)-isopropylhexanoic acid n-butylamide in 240 ml of methanol are hydrogenated for 2 hours in the presence of 5 g of 10% palladium-on-carbon. The reaction mixture is filtered, concentrated in a rotary evaporator, and the residue is recrystallised from hexane: m.p. 88.5°-90°; [α]D -27.2°±0.9° (c=1.1, CHCl3). Starting materials: C(C)(=O)N1N=CC2=C1C=C(S2)C(=O)OC (methyl 1-acetyl-1H-thieno[3,2-c]pyrazole-5-carboxylate), [NH4+].[Cl-] (NH4Cl), [BH4-].[Na+] (NaBH4), [H-].[H-].[H-].[H-].[Li+].[Al+3] (LiAlH4). Solvent: CO (MeOH). Reaction conditions: time 30 minute. Product: N1N=CC2=C1C=C(S2)CO ((1H-Thieno[3,2-c]pyrazol-5-yl)methanol). The yield is 94.0%. Reaction SMILES: C([N:4]1[C:8]2[CH:9]=[C:10]([C:12](OC)=[O:13])[S:11][C:7]=2[CH:6]=[N:5]1)(=O)C.[BH4-].[Na+].[H-].[H-].[H-].[H-].[Li+].[Al+3].[NH4+].[Cl-]>CO>[NH:4]1[C:8]2[CH:9]=[C:10]([CH2:12][OH:13])[S:11][C:7]=2[CH:6]=[N:5]1 |f:1.2,3.4.5.6.7.8,9.10|. Procedure details: To a solution of methyl 1-acetyl-1H-thieno[3,2-c]pyrazole-5-carboxylate (F-5) (4.5 g, 20.0 mmol) in MeOH (30 mL) was slowly added NaBH4 (836 mg, 22.0 mmol). The mixture was stirred at room temperature for 30 mins, and then concentrated. The residue was dissolved in anhydrous THF (80 mL) and then LiAlH4 (1.5 g, 40.0 mmol) was slowly added at 0° C. The reaction mixture was stirred at 0° C. for 30 min. Aqueous NH4Cl solution was added dropwise to quench the reaction. The resulting mixture was filte...